The task is: describe an organic reaction: reactants, conditions, products, and yield. This data is from the Open Reaction Database (ORD), a public repository of structured organic reaction records. Reactants: C(#N)C=1C(=C2C=C(N(C2=CC1)C(C(=O)OC)C)C)C(F)(F)F (methyl 2-[5-cyano-2-methyl-4-(trifluoromethyl)-1H-indol-1-yl]propanoate), IC (iodomethane), CC(C)(C)[O-].[K+] (t-BuOK). Run in C1CCOC1 (THF). Conditions: time 10 minute. Product: C(#N)C=1C(=C2C=C(N(C2=CC1)C(C(=O)OC)(C)C)C)C(F)(F)F (Methyl 2-[5-cyano-2-methyl-4-(trifluoromethyl)-1H-indol-1-yl]-2-methylpropanoate). As a reaction SMILES: [C:1]([C:3]1[C:4]([C:19]([F:22])([F:21])[F:20])=[C:5]2[C:9](=[CH:10][CH:11]=1)[N:8]([CH:12]([CH3:17])[C:13]([O:15][CH3:16])=[O:14])[C:7]([CH3:18])=[CH:6]2)#[N:2].IC.[CH3:25]C([O-])(C)C.[K+]>C1COCC1>[C:1]([C:3]1[C:4]([C:19]([F:22])([F:21])[F:20])=[C:5]2[C:9](=[CH:10][CH:11]=1)[N:8]([C:12]([CH3:25])([CH3:17])[C:13]([O:15][CH3:16])=[O:14])[C:7]([CH3:18])=[CH:6]2)#[N:2] |f:2.3|. Reported procedure: To a solution of methyl 2-[5-cyano-2-methyl-4-(trifluoromethyl)-1H-indol-1-yl]propanoate (0.065 g, 0.209 mmol) in THF (1 mL) was added iodomethane (0.59 g, 4.18 mmol), followed by dropwise addition of t-BuOK (1M in THF, 0.63 mL, 6.3 mmol). After 10 min, the mixture was partitioned between EtOAc and 0.1N HCl. The organic phase was washed with sat'd brine, dried (Na2SO4) and concentrated in vacuo. The residue was purified by flash chromatography (0-25% EtOAc-hexanes gradient) to afford the title c...